This data is from the Open Reaction Database (ORD), a public repository of structured organic reaction records. The task is: describe an organic reaction: reactants, conditions, products, and yield The reactants are C(C)(C)C=1C=C(C=C(C1)C(F)(F)F)[C@@H](C)NC ((R)-1-(3-isopropyl-5-(trifluoromethyl)phenyl)-N-methylethanamine), TEA, ClC(Cl)(OC(OC(Cl)(Cl)Cl)=O)Cl (triphosgene), C(C=C)C1(C[C@@H]2N(CCN[C@H]2C2=C(C=CC=C2)C)C1=O)CC=C ((1S,8aS)-7,7-diallyl-1-o-tolylhexahydropyrrolo[1,2-a]pyrazin-6(7H)-one), TEA. Reagents/catalysts: CN(C)C=1C=CN=CC1 (DMAP). Solvent: CCOC(=O)C (EtOAc), CCOC(=O)C (EtOAc), CCOC(=O)C (EtOAc). Reaction conditions: time 1.5 hour. Yields the product C(C=C)C1(C[C@@H]2N(CCN([C@H]2C2=C(C=CC=C2)C)C(=O)N(C)[C@H](C)C2=CC(=CC(=C2)C(F)(F)F)C(C)C)C1=O)CC=C ((1S,8aS)-7,7-diallyl-N-((R)-1-(3-isopropyl-5-(trifluoromethyl)phenyl)ethyl)-N-methyl-6-oxo-1-o-tolylhexahydropyrrolo[1,2-a]pyrazine-2(1H)-carboxamide). Yield: 71.0%. As a reaction SMILES: ClC(Cl)(O[C:5](=[O:11])OC(Cl)(Cl)Cl)Cl.[CH2:13]([C:16]1([CH2:33][CH:34]=[CH2:35])[C:31](=[O:32])[N:19]2[CH2:20][CH2:21][NH:22][C@@H:23]([C:24]3[CH:29]=[CH:28][CH:27]=[CH:26][C:25]=3[CH3:30])[C@@H:18]2[CH2:17]1)[CH:14]=[CH2:15].[CH:36]([C:39]1[CH:40]=[C:41]([C@H:49]([NH:51][CH3:52])[CH3:50])[CH:42]=[C:43]([C:45]([F:48])([F:47])[F:46])[CH:44]=1)([CH3:38])[CH3:37]>CCOC(C)=O.CN(C1C=CN=CC=1)C>[CH2:33]([C:16]1([CH2:13][CH:14]=[CH2:15])[C:31](=[O:32])[N:19]2[CH2:20][CH2:21][N:22]([C:5]([N:51]([C@@H:49]([C:41]3[CH:42]=[C:43]([C:45]([F:46])([F:47])[F:48])[CH:44]=[C:39]([CH:36]([CH3:38])[CH3:37])[CH:40]=3)[CH3:50])[CH3:52])=[O:11])[C@@H:23]([C:24]3[CH:29]=[CH:28][CH:27]=[CH:26][C:25]=3[CH3:30])[C@@H:18]2[CH2:17]1)[CH:34]=[CH2:35]. Procedure details: To a solution of triphosgene (72 mg, 0.242 mmol) in EtOAc (2 mL) at 0° C. was added solution of (1S,8aS)-7,7-diallyl-1-o-tolylhexahydropyrrolo[1,2-a]pyrazin-6(7H)-one (150 mg, 0.484 mmol), DMAP (6.2 mg, 0.05 mmol) and TEA (151 mg, 1.5 mmol) in EtOAc (15 mL). The mixture was stirred for 1.5 h, followed by addition of (R)-1-(3-isopropyl-5-(trifluoromethyl)phenyl)-N-methylethanamine (142 mg, 0.58 mmol) in EtOAc (10 mL) and TEA (151 mg, 1.5 mmol). The reaction was stirred at 50° C. for 48 h and quen... The reactants are C(C)(=O)OCC (ethyl acetate), C1(=CC=CC=C1)C(OC1CCN(CC1)CCCCN)C1=CC=CC=C1 (4-(diphenylmethoxy)-1-piperidinebutanamine), ClC=1C=CC=2N(N1)C=NN2 (6-chloro[1,2,4]triazolo[4,3-b]pyridazine), C(C)N(C(C)C)C(C)C (N-ethyldiisopropylamine). Solvent: C(CCC)O (1-butanol). Product: C1(=CC=CC=C1)C(OC1CCN(CC1)CCCCNC=1C=CC=2N(N1)C=NN2)C2=CC=CC=C2 (6-[4-[4-(Diphenylmethoxy)piperidino]butylamino][1,2,4]triazolo[4,3-b]pyridazine). The yield is 39.4%. As a reaction SMILES: [C:1]1([CH:7]([C:20]2[CH:25]=[CH:24][CH:23]=[CH:22][CH:21]=2)[O:8][CH:9]2[CH2:14][CH2:13][N:12]([CH2:15][CH2:16][CH2:17][CH2:18][NH2:19])[CH2:11][CH2:10]2)[CH:6]=[CH:5][CH:4]=[CH:3][CH:2]=1.Cl[C:27]1[CH:28]=[CH:29][C:30]2[N:31]([CH:33]=[N:34][N:35]=2)[N:32]=1.C(N(C(C)C)C(C)C)C.C(OCC)(=O)C>C(O)CCC>[C:20]1([CH:7]([C:1]2[CH:2]=[CH:3][CH:4]=[CH:5][CH:6]=2)[O:8][CH:9]2[CH2:14][CH2:13][N:12]([CH2:15][CH2:16][CH2:17][CH2:18][NH:19][C:27]3[CH:28]=[CH:29][C:30]4[N:31]([CH:33]=[N:34][N:35]=4)[N:32]=3)[CH2:11][CH2:10]2)[CH:21]=[CH:22][CH:23]=[CH:24][CH:25]=1. Procedure details: 1.15 g of 4-(diphenylmethoxy)-1-piperidinebutanamine and 578 mg of 6-chloro[1,2,4]triazolo[4,3-b]pyridazine were dissolved in 20 ml of 1-butanol; 1.17 ml of N-ethyldiisopropylamine was added, followed by refluxing under heating for 14 hours. After cooling, ethyl acetate was added; the reaction mixture was washed with aqueous sodium bicarbonate and saturated saline and dried over magnesium sulfate. After concentration under reduced pressure, the residue was subjected to silica gel column chromato... Starting materials: N1C(CCC=2C(CCCC12)=O)=O (3,4,7,8- tetrahydro-2,5(1H,6H)-quinolinedione), ClC1=CC=C(CCl)C=C1 (4-chlorobenzyl- chloride). Yields the product ClC1=CC=C(CN2C(CCC=3C(CCCC23)=O)=O)C=C1 (1-(4-Chlorobenzyl)-3,4,7,8-tetrahydro-2,5(1H.6H)-quinolinedione). As a reaction SMILES: [NH:1]1[C:10]2[CH2:9][CH2:8][CH2:7][C:6](=[O:11])[C:5]=2[CH2:4][CH2:3][C:2]1=[O:12].[Cl:13][C:14]1[CH:21]=[CH:20][C:17]([CH2:18]Cl)=[CH:16][CH:15]=1>>[Cl:13][C:14]1[CH:21]=[CH:20][C:17]([CH2:18][N:1]2[C:10]3[CH2:9][CH2:8][CH2:7][C:6](=[O:11])[C:5]=3[CH2:4][CH2:3][C:2]2=[O:12])=[CH:16][CH:15]=1. Reported procedure: Prepared analogously to Example 29 from 3,4,7,8- tetrahydro-2,5(1H,6H)-quinolinedione and 4-chlorobenzyl- chloride.